This data is from the Open Reaction Database (ORD), a public repository of structured organic reaction records. The task is: describe an organic reaction: reactants, conditions, products, and yield Reported procedure: To a solution of the compound obtained in Example 12 (0.10 g, 0.18 mmol) in chloroform (5 ml) is added a solution of titanium(IV) isopropoxide (0.3 ml, 1.0 mmol) in 2-propanol (10 ml). Then the mixture is refluxed at 80° C. for 8 hours, successively is stirred at room temperature for 150 minutes. To this mixture is added a mixture of chloroform (50 ml) and water (50 ml). The aqueous layer is extracted with chloroform (20 ml). The combined organic extract is dried over Na2SO4 and concentrated und... Yield: 94.0%. The product is C(C)(C)OC(=O)C1=CN(C=2N(C1=O)C(=C(N2)C2=CC=C(C=C2)N)CN(CC2=CC=CC=C2)C)CC2=C(C=CC=C2F)F (8-(2,6-difluorobenzyl)-5,8-dihydro-2-(4-aminophenyl)-3-(N-methyl-N-benzylaminomethyl)-5-oxoimidazo[1,2-a]pyrimidine-6-carboxylic acid isopropyl ester). Conditions: temperature 80 celsius, time 150 minute. Solvent: CC(C)O (2-propanol). Reagents/catalysts: CC([O-])C.[Ti+4].CC([O-])C.CC([O-])C.CC([O-])C (titanium(IV) isopropoxide). As a reaction SMILES: [CH2:1]([O:3][C:4]([C:6]1[C:11](=[O:12])[N:10]2[C:13]([CH2:23][N:24]([CH3:32])[CH2:25][C:26]3[CH:31]=[CH:30][CH:29]=[CH:28][CH:27]=3)=[C:14]([C:16]3[CH:21]=[CH:20][C:19]([NH2:22])=[CH:18][CH:17]=3)[N:15]=[C:9]2[N:8]([CH2:33][C:34]2[C:39]([F:40])=[CH:38][CH:37]=[CH:36][C:35]=2[F:41])[CH:7]=1)=[O:5])[CH3:2].O.[CH:43](Cl)(Cl)Cl>CC(O)C.CC(C)[O-].[Ti+4].CC(C)[O-].CC(C)[O-].CC(C)[O-]>[CH:1]([O:3][C:4]([C:6]1[C:11](=[O:12])[N:10]2[C:13]([CH2:23][N:24]([CH3:32])[CH2:25][C:26]3[CH:31]=[CH:30][CH:29]=[CH:28][CH:27]=3)=[C:14]([C:16]3[CH:17]=[CH:18][C:19]([NH2:22])=[CH:20][CH:21]=3)[N:15]=[C:9]2[N:8]([CH2:33][C:34]2[C:35]([F:41])=[CH:36][CH:37]=[CH:38][C:39]=2[F:40])[CH:7]=1)=[O:5])([CH3:43])[CH3:2] |f:4.5.6.7.8|. The reactants are C(C)OC(=O)C1=CN(C=2N(C1=O)C(=C(N2)C2=CC=C(C=C2)N)CN(CC2=CC=CC=C2)C)CC2=C(C=CC=C2F)F (2-(4-aminophenyl)-8-(2,6-difluorobenzyl)-5,8-dihydro-3-(N-methyl-N-benzylaminomethyl)-5-oxoimidazo[1,2-a]pyrimidine-6-carboxylic acid ethyl ester), C(Cl)(Cl)Cl (chloroform), O (water), C(Cl)(Cl)Cl (chloroform).